This data is from the Open Reaction Database (ORD), a public repository of structured organic reaction records. The task is: describe an organic reaction: reactants, conditions, products, and yield The product is N1(CCCCC1)CC=1C=C(OCCCCCN(C(=C[N+](=O)[O-])N)C)C=CC1 (N-[5-[3-(1-Piperidinylmethyl)phenoxy]pentyl]-N1 methyl-2-nitro-1,1-ethenediamine). Solvent: C(C)(C)O.C(C)(=O)OCC (isopropanol ethyl acetate), O (water). RXN SMILES: [N:1]1([CH2:7][C:8]2[CH:9]=[C:10]([CH:18]=[CH:19][CH:20]=2)[O:11][CH2:12][CH2:13][CH2:14][CH2:15][CH2:16][NH2:17])[CH2:6][CH2:5][CH2:4][CH2:3][CH2:2]1.CS[C:23]([NH:28]C)=[CH:24][N+:25]([O-:27])=[O:26].[CH3:30]COCC>O.C(O)(C)C.C(OCC)(=O)C>[N:1]1([CH2:7][C:8]2[CH:9]=[C:10]([CH:18]=[CH:19][CH:20]=2)[O:11][CH2:12][CH2:13][CH2:14][CH2:15][CH2:16][N:17]([CH3:30])[C:23]([NH2:28])=[CH:24][N+:25]([O-:27])=[O:26])[CH2:6][CH2:5][CH2:4][CH2:3][CH2:2]1 |f:4.5|. Reactants: N1(CCCCC1)CC=1C=C(OCCCCCN)C=CC1 (5-[3-(1-piperidinylmethyl)-phenoxy]-pentanamine), CSC(=C[N+](=O)[O-])NC (1-methylthio-1-methylamino-2-nitroethene), CCOCC (ether). Procedure details: A solution of 5-[3-(1-piperidinylmethyl)-phenoxy]-pentanamine (1.0 g) and 1-methylthio-1-methylamino-2-nitroethene (0.53 g) in water (20 ml) was stirred overnight at room temperature. The water was removed in vacuo and the resulting oil triturated with ethyl acetate to give a yellow solid which was dissolved in isopropanol:ethyl acetate (75:25). Addition of ether to the solution afforded the title compound (0.16 g) as a white crystalline solid, m.p. 112°-113° . Reactants: CC#N, CC(C)c1ccc(N=C=S)cc1, CN(C)CCN1C(=O)c2cccc3cc4cccc(N)c4c(c23)C1=O. RXN SMILES: [CH3:38][C:39]#[N:40].[CH:26]([CH3:27])([CH3:28])[c:29]1[cH:30][cH:31][c:32]([N:35]=[C:36]=[S:37])[cH:33][cH:34]1.[NH2:1][c:2]1[cH:3][cH:4][cH:5][c:6]2[cH:7][c:8]3[c:9]4[c:10]([cH:23][cH:24][cH:25]3)[C:11](=[O:22])[N:12]([CH2:17][CH2:18][N:19]([CH3:20])[CH3:21])[C:13](=[O:16])[c:14]4[c:15]12>>[NH:1]([c:2]1[cH:3][cH:4][cH:5][c:6]2[cH:7][c:8]3[c:9]4[c:10]([cH:23][cH:24][cH:25]3)[C:11](=[O:22])[N:12]([CH2:17][CH2:18][N:19]([CH3:20])[CH3:21])[C:13](=[O:16])[c:14]4[c:15]12)[C:36]([NH:35][c:32]1[cH:31][cH:30][c:29]([CH:26]([CH3:27])[CH3:28])[cH:34][cH:33]1)=[S:37]. The product is CC(C)c1ccc(NC(=S)Nc2cccc3cc4cccc5c4c(c23)C(=O)N(CCN(C)C)C5=O)cc1. The reactants are COCN1C(=CC2=CC=CC(=C12)N(S(=O)(=O)C=1SC=CC1)COC)C(=O)OCC (ethyl 1-(methoxymethyl)-7-[(methoxymethyl)(2-thienylsulfonyl)amino]-1H-indole-2-carboxylate), [OH-].[Na+] (sodium hydroxide), O1CCCC1 (tetrahydrofuran). The solvent is C(C)O (ethanol). Run at temperature 60 celsius, time 1 hour. Yields the product COCN1C(=CC2=CC=CC(=C12)N(S(=O)(=O)C=1SC=CC1)COC)C(=O)O (1-(Methoxymethyl)-7-[(methoxymethyl) (2-thienylsulfonyl)amino]-1H-indole-2-carboxylic acid). Isolated yield 93.1%. Reaction SMILES: [CH3:1][O:2][CH2:3][N:4]1[C:12]2[C:7](=[CH:8][CH:9]=[CH:10][C:11]=2[N:13]([CH2:22][O:23][CH3:24])[S:14]([C:17]2[S:18][CH:19]=[CH:20][CH:21]=2)(=[O:16])=[O:15])[CH:6]=[C:5]1[C:25]([O:27]CC)=[O:26].[OH-].[Na+].O1CCCC1>C(O)C>[CH3:1][O:2][CH2:3][N:4]1[C:12]2[C:7](=[CH:8][CH:9]=[CH:10][C:11]=2[N:13]([CH2:22][O:23][CH3:24])[S:14]([C:17]2[S:18][CH:19]=[CH:20][CH:21]=2)(=[O:16])=[O:15])[CH:6]=[C:5]1[C:25]([OH:27])=[O:26] |f:1.2|. Procedure details: A mixture of ethyl 1-(methoxymethyl)-7-[(methoxymethyl)(2-thienylsulfonyl)amino]-1H-indole-2-carboxylate (4.43 g), 8N aqueous sodium hydroxide solution (2.5 mL), tetrahydrofuran (10 mL) and ethanol (10 mL) was stirred at 60° C. for 1 hr. The reaction mixture was concentrated, and water was added to the residue. The mixture was acidified with 10% aqueous citric acid solution, and the resulting crystals were filtrated, washed with water, and dried to give the title compound (3.86 g, yield 93%) as ... Reactants: C(C(=C)C)(=O)OCCCCCCOC1=CC=C(C(=O)O)C=C1 (4-(6-methacryloyloxyhexyloxy)benzoic acid), acid chloride, C(CCC)OC1=CC=C(O)C=C1 (hydroquinone monobutyl ether). Run in O1CCCC1 (tetrahydrofuran), O1CCCC1 (THF), C(C)N(CC)CC (triethylamine). Reaction conditions: time 3 hour. Product: C(CCC)OC1=CC=C(C=C1)OC(C1=CC=C(C=C1)OCCCCCCOC(C(=C)C)=O)=O (4-(6-methacryloyloxyhexyloxy)-benzoic acid-4-n-butoxyphenyl ester). As a reaction SMILES: [C:1]([O:6][CH2:7][CH2:8][CH2:9][CH2:10][CH2:11][CH2:12][O:13][C:14]1[CH:22]=[CH:21][C:17]([C:18]([OH:20])=[O:19])=[CH:16][CH:15]=1)(=[O:5])[C:2]([CH3:4])=[CH2:3].[CH2:23]([O:27][C:28]1[CH:34]=[CH:33][C:31](O)=[CH:30][CH:29]=1)[CH2:24][CH2:25][CH3:26]>O1CCCC1.C(N(CC)CC)C>[CH2:23]([O:27][C:28]1[CH:34]=[CH:33][C:31]([O:19][C:18](=[O:20])[C:17]2[CH:16]=[CH:15][C:14]([O:13][CH2:12][CH2:11][CH2:10][CH2:9][CH2:8][CH2:7][O:6][C:1](=[O:5])[C:2]([CH3:4])=[CH2:3])=[CH:22][CH:21]=2)=[CH:30][CH:29]=1)[CH2:24][CH2:25][CH3:26]. Reported procedure: 6.1 g of 4-(6-methacryloyloxyhexyloxy)benzoic acid were converted to the acid chloride in a manner similar to example 6. This substance was taken up in 100 ml of tetrahydrofuran (THF) and added dropwise at 0° to 5° C. to a stirred solution of 3.3 g of hydroquinone monobutyl ether in 100 ml of THF and 4 ml of triethylamine. The mixture was stirred for a further 3 hours at room temperature and the triethylamine hydrochloride was then filtered out. The filtrate was evaporated to dryness and the res... Starting materials: CC(C)NC(=O)C1OC1c1ccc(Cl)cc1, CC#N, Oc1ccc(Cl)cc1, [H-], [Na+], C1COCCOCCOCCOCCOCCO1. The product is CC(C)NC(=O)C(O)C(Oc1ccc(Cl)cc1)c1ccc(Cl)cc1. As a reaction SMILES: [CH3:1][CH:2]([CH3:3])[NH:4][C:5](=[O:6])[CH:7]1[O:8][CH:9]1[c:10]1[cH:11][cH:12][c:13]([Cl:16])[cH:14][cH:15]1.[CH3:45][C:46]#[N:47].[Cl:17][c:18]1[cH:19][cH:20][c:21]([OH:24])[cH:22][cH:23]1.[H-:25].[Na+:26].[O:27]1[CH2:28][CH2:29][O:30][CH2:31][CH2:32][O:33][CH2:34][CH2:35][O:36][CH2:37][CH2:38][O:39][CH2:40][CH2:41][O:42][CH2:43][CH2:44]1>>[CH3:1][CH:2]([CH3:3])[NH:4][C:5](=[O:6])[CH:7]([OH:8])[CH:9]([c:10]1[cH:11][cH:12][c:13]([Cl:16])[cH:14][cH:15]1)[O:24][c:21]1[cH:20][cH:19][c:18]([Cl:17])[cH:23][cH:22]1. Reactants: O=C1C=C(Br)C(=O)O1, CC(=O)OC(C)=O, CC(=O)O, CN, O. Yields the product CN1C(=O)C=C(Br)C1=O. Reaction SMILES: [Br:1][C:2]1=[CH:6][C:5](=[O:7])[O:4][C:3]1=[O:8].[CH3:11][C:12]([O:13][C:14](=[O:15])[CH3:16])=[O:17].[CH3:19][C:20](=[O:21])[OH:22].[CH3:9][NH2:10].[OH2:18]>>[Br:1][C:2]1=[CH:6][C:5](=[O:7])[N:10]([CH3:9])[C:3]1=[O:4].